Dataset: the Open Reaction Database (ORD), a public repository of structured organic reaction records. Task: describe an organic reaction: reactants, conditions, products, and yield The reactants are polyphosphoric acid, C(#N)C1CCCC=2C(=CC=CC12)C(=O)OCC (ethyl 1-cyano-1,2,3,4-tetrahydro-5-naphthoate), O (water). The product is C(N)(=O)C1CCCC=2C(=CC=CC12)C(=O)OCC (ethyl 1-carbamoyl-1,2,3,4-tetrahydro-5-naphthoate). Reaction SMILES: [C:1]([CH:3]1[C:12]2[CH:11]=[CH:10][CH:9]=[C:8]([C:13]([O:15][CH2:16][CH3:17])=[O:14])[C:7]=2[CH2:6][CH2:5][CH2:4]1)#[N:2].[OH2:18]>>[C:1]([CH:3]1[C:12]2[CH:11]=[CH:10][CH:9]=[C:8]([C:13]([O:15][CH2:16][CH3:17])=[O:14])[C:7]=2[CH2:6][CH2:5][CH2:4]1)(=[O:18])[NH2:2]. Procedure: To 500 g. of polyphosphoric acid is added 22.4 g. of ethyl 1-cyano-1,2,3,4-tetrahydro-5-naphthoate and the mixture is stirred at 90°-100° C for 2 hours. Then, 1 l. of water is added, followed by cooling. The resultant crystals are collected by filtration, washed with water and recrystallized from ethanol. The procedure gives ethyl 1-carbamoyl-1,2,3,4-tetrahydro-5-naphthoate, melting point: 159.5°-161.5° C. Starting materials: NC=1C=C(CN(C=O)O)C=C(C1OCCCC)I (N-(3-amino-4-butoxy-5-iodo-benzyl)-N-hydroxy-formamide), C([O-])([O-])=O.[K+].[K+] (potassium carbonate), IC (iodomethane). Solvent: CN(C)C=O (DMF). Run at time 18 hour. The product is C(CCC)OC1=C(C=C(CN(C=O)O)C=C1NC)I (N-(4-Butoxy-3-iodo-5-methylaminobenzyl)-N-hydroxyformamide). Isolated yield 21.2%. As a reaction SMILES: [NH2:1][C:2]1[CH:3]=[C:4]([CH:10]=[C:11]([I:18])[C:12]=1[O:13][CH2:14][CH2:15][CH2:16][CH3:17])[CH2:5][N:6]([OH:9])[CH:7]=[O:8].[C:19](=O)([O-])[O-].[K+].[K+].IC>CN(C=O)C>[CH2:14]([O:13][C:12]1[C:2]([NH:1][CH3:19])=[CH:3][C:4]([CH2:5][N:6]([OH:9])[CH:7]=[O:8])=[CH:10][C:11]=1[I:18])[CH2:15][CH2:16][CH3:17] |f:1.2.3|. Procedure details: A mixture of N-(3-amino-4-butoxy-5-iodo-benzyl)-N-hydroxy-formamide (36 mg, 0.1 mmol), potassium carbonate (11 mg, 0.11 mmol) and iodomethane (9.2 ul, 0.15 mmol) in DMF (1 ml) was stirred 18 h at room temperature. The mixture was partitioned between ethyl acetate and water, the organic extract was washed with brine then dried with sodium sulfate and all voltiles removed. Purification by preparative HPLC afforded the title compound (8 mg, 22%) 1H NMR (400 MHz, CD3OD) δ 8.36* 7.16 (s, 1H), 7.00 (s... Starting materials: Cc1ccccc1, O=C(Cl)Cl, [NH4+], [OH-], O, Cc1cccc(C)c1-n1ccc(C(C)NO)c1. The product is Cc1cccc(C)c1-n1ccc(C(C)N(O)C(N)=O)c1. RXN SMILES: [CH3:25][c:26]1[cH:27][cH:28][cH:29][cH:30][cH:31]1.[Cl:18][C:19]([Cl:20])=[O:21].[NH4+:22].[OH-:23].[OH2:24].[OH:1][NH:2][CH:3]([CH3:4])[c:5]1[cH:6][n:7](-[c:10]2[c:11]([CH3:17])[cH:12][cH:13][cH:14][c:15]2[CH3:16])[cH:8][cH:9]1>>[OH:1][N:2]([CH:3]([CH3:4])[c:5]1[cH:6][n:7](-[c:10]2[c:11]([CH3:17])[cH:12][cH:13][cH:14][c:15]2[CH3:16])[cH:8][cH:9]1)[C:19](=[O:21])[NH2:22]. Reactants: O=C(Cc1ccc(Cl)c(Cl)c1)N1CCNC2CCCC(N3CCCC3)C21, CCOC(=O)Cl, ClCCl. Yields the product CCOC(=O)N1CCN(C(=O)Cc2ccc(Cl)c(Cl)c2)C2C(N3CCCC3)CCCC21. RXN SMILES: [Cl:1][c:2]1[cH:3][c:4]([CH2:9][C:10](=[O:11])[N:12]2[CH2:13][CH2:14][NH:15][CH:16]3[CH2:17][CH2:18][CH2:19][CH:20]([N:22]4[CH2:23][CH2:24][CH2:25][CH2:26]4)[CH:21]23)[cH:5][cH:6][c:7]1[Cl:8].[Cl:27][C:28](=[O:29])[O:30][CH2:31][CH3:32].[Cl:33][CH2:34][Cl:35]>>[Cl:1][c:2]1[cH:3][c:4]([CH2:9][C:10](=[O:11])[N:12]2[CH2:13][CH2:14][N:15]([C:28](=[O:29])[O:30][CH2:31][CH3:32])[CH:16]3[CH2:17][CH2:18][CH2:19][CH:20]([N:22]4[CH2:23][CH2:24][CH2:25][CH2:26]4)[CH:21]23)[cH:5][cH:6][c:7]1[Cl:8]. The reactants are BrC1=CC(=C(C=O)C=C1F)F (4-bromo-2,5-difluorobenzaldehyde), CC1(OC(CC(O1)=O)=O)C (2,2-dimethyl-1,3-dioxane-4,6-dione), Cl (HCl), ice water. The solvent is C(C)N(CC)CC (triethylamine). Conditions: temperature 95 celsius, time 1 hour. Yields the product BrC1=CC(=C(C=C1F)C=CC(=O)O)F (3-(4-Bromo-2,5-difluorophenyl)acrylic acid). As a reaction SMILES: [Br:1][C:2]1[C:9]([F:10])=[CH:8][C:5]([CH:6]=O)=[C:4]([F:11])[CH:3]=1.[CH3:12][C:13]1(C)[O:18]C(=O)CC(=O)[O:14]1.Cl>C(N(CC)CC)C>[Br:1][C:2]1[C:9]([F:10])=[CH:8][C:5]([CH:6]=[CH:12][C:13]([OH:18])=[O:14])=[C:4]([F:11])[CH:3]=1. Procedure details: To a solution of 4-bromo-2,5-difluorobenzaldehyde (15.0 g) in triethylamine formiate (80 mL) at room temperature was added 2,2-dimethyl-1,3-dioxane-4,6-dione (9.77 g). After being stirred for 1 h, the mixture was heated at 95° C. with stirring for 15 hours. After cooling down, ice water was added. The mixture was adjusted to pH ˜1 with HCl (6 M) and then extracted with ethyl acetate (200 mL×3). The organic phase was washed with brine (50 mL) and dried over Na2SO4. The solvent was removed under r...